Dataset: the Open Reaction Database (ORD), a public repository of structured organic reaction records. Task: describe an organic reaction: reactants, conditions, products, and yield The solvent is C(C)(=O)OCC (ethyl acetate). As a reaction SMILES: [O:1]1[C:6]2[CH:7]=[CH:8][C:9]([CH2:11][NH:12][CH:13]3[CH2:18][CH2:17][N:16]([CH2:19][CH2:20][N:21]4[C:30]5[C:25](=[C:26]([O:31][CH2:32][C:33]([O:35][CH2:36][CH3:37])=[O:34])[CH:27]=[CH:28][CH:29]=5)[CH:24]=[CH:23][C:22]4=[O:38])[CH2:15][CH2:14]3)=[CH:10][C:5]=2[O:4][CH2:3][CH2:2]1.[ClH:39].C(OCC)(=O)C>C(OCC)(=O)C>[ClH:39].[O:1]1[C:6]2[CH:7]=[CH:8][C:9]([CH2:11][NH:12][CH:13]3[CH2:14][CH2:15][N:16]([CH2:19][CH2:20][N:21]4[C:30]5[C:25](=[C:26]([O:31][CH2:32][C:33]([O:35][CH2:36][CH3:37])=[O:34])[CH:27]=[CH:28][CH:29]=5)[CH:24]=[CH:23][C:22]4=[O:38])[CH2:17][CH2:18]3)=[CH:10][C:5]=2[O:4][CH2:3][CH2:2]1 |f:1.2,4.5|. Yields the product Cl.O1CCOC2=C1C=CC(=C2)CNC2CCN(CC2)CCN2C(C=CC1=C(C=CC=C21)OCC(=O)OCC)=O (ethyl (1-(2-(4-((2,3-dihydro-1,4-benzodioxin-6-ylmethyl)amino)piperidin-1-yl)ethyl)-2-oxo-1,2-dihydroquinolin-5-yloxy)acetate hydrochloride). Procedure details: To 20 mL of an ethyl acetate solution containing 40 mg of ethyl (1-(2-(4-((2,3-dihydro-1,4-benzodioxin-6-ylmethyl)amino)piperidin-1-yl)ethyl)-2-oxo-1,2-dihydroquinolin-5-yloxy)acetate, 0.1 mL of 4 mol/L hydrogen chloride/ethyl acetate was added, and stirred at room temperature for 10 min. The resulting solid was filtered to give 19 mg of ethyl (1-(2-(4-((2,3-dihydro-1,4-benzodioxin-6-ylmethyl)amino)piperidin-1-yl)ethyl)-2-oxo-1,2-dihydroquinolin-5-yloxy)acetate hydrochloride as a pale yellow sol... Starting materials: O1CCOC2=C1C=CC(=C2)CNC2CCN(CC2)CCN2C(C=CC1=C(C=CC=C21)OCC(=O)OCC)=O (ethyl (1-(2-(4-((2,3-dihydro-1,4-benzodioxin-6-ylmethyl)amino)piperidin-1-yl)ethyl)-2-oxo-1,2-dihydroquinolin-5-yloxy)acetate), Cl.C(C)(=O)OCC (hydrogen chloride ethyl acetate). Reaction conditions: time 10 minute. Starting materials: COC(CCC\C=C/C[C@@H]1[C@H]([C@@H](C[C@@H]1OC1OCCCC1)OC1OCCCC1)\C=C\[C@H](CCC=1SC(=C(C1)Br)C)OC1OCCCC1)=O ((Z)-7-[(1R,2R,3R,5S)-2-[(E)-(S)-5-(4-Bromo-5-methyl-thiophen-2-yl)-3-(tetrahydro-pyran-2-yloxy)-pent-1-enyl]-3,5-bis-(tetrahydro-pyran-2-yloxy)-cyclopentyl]-hept-5-enoic acid methyl ester), C1(=CC=C(C=C1)S(=O)(=O)[O-])C.[NH+]1=CC=CC=C1 (pyridinium p-toluenesulfonate). The solvent is CO (methanol). Run at time 21 hour. Yields the product COC(CCC\C=C/C[C@@H]1[C@H]([C@@H](C[C@@H]1O)O)\C=C\[C@H](CCC=1SC(=C(C1)Br)C)O)=O ((Z)-7-{(1R,2R,3R,5S)-2-[(E)-(S)-5-(4-Bromo-5-methyl-thiophen-2-yl)-3-hydroxy-pent-1-enyl]-3,5-dihydroxy-cyclopentyl}-hept-5-enoic acid methyl ester). As a reaction SMILES: [CH3:1][O:2][C:3](=[O:48])[CH2:4][CH2:5][CH2:6]/[CH:7]=[CH:8]\[CH2:9][C@H:10]1[C@@H:14]([O:15]C2CCCCO2)[CH2:13][C@@H:12]([O:22]C2CCCCO2)[C@@H:11]1/[CH:29]=[CH:30]/[C@@H:31]([O:41]C1CCCCO1)[CH2:32][CH2:33][C:34]1[S:35][C:36]([CH3:40])=[C:37]([Br:39])[CH:38]=1.C1(C)C=CC(S([O-])(=O)=O)=CC=1.[NH+]1C=CC=CC=1>CO>[CH3:1][O:2][C:3](=[O:48])[CH2:4][CH2:5][CH2:6]/[CH:7]=[CH:8]\[CH2:9][C@H:10]1[C@@H:14]([OH:15])[CH2:13][C@@H:12]([OH:22])[C@@H:11]1/[CH:29]=[CH:30]/[C@@H:31]([OH:41])[CH2:32][CH2:33][C:34]1[S:35][C:36]([CH3:40])=[C:37]([Br:39])[CH:38]=1 |f:1.2|. Procedure details: A mixture of the crude ester (2) in methanol (16 mL) was treated with pyridinium p-toluenesulfonate (2.625 g, 10.4 mmol). After 21 h, the solvent was evaporated in vacuo and the residue purified by flash chromatography on silica gel (90% ethyl acetate/hexanes→95%) to give 3 (3.453 g, 6.9 mmol, 86% for the two steps). Starting materials: O=C([O-])[O-], CS(C)=O, N#Cc1ccc(F)c2ccccc12, [K+], [K+], O, OC1CCNC1. Yields the product N#Cc1ccc(N2CCC(O)C2)c2ccccc12. RXN SMILES: [C:20](=[O:21])([O-:22])[O-:23].[CH3:26][S:27]([CH3:28])=[O:29].[F:1][c:2]1[cH:3][cH:4][c:5]([C:12]#[N:13])[c:6]2[cH:7][cH:8][cH:9][cH:10][c:11]12.[K+:24].[K+:25].[OH2:30].[OH:14][CH:15]1[CH2:16][NH:17][CH2:18][CH2:19]1>>[c:2]1([N:17]2[CH2:16][CH:15]([OH:14])[CH2:19][CH2:18]2)[cH:3][cH:4][c:5]([C:12]#[N:13])[c:6]2[cH:7][cH:8][cH:9][cH:10][c:11]12. Starting materials: COc1cc(C#N)ccc1C1C(C#N)=C(C)Nc2cc(C)[nH]c(=O)c21, CCOC(C)=O, CCOC(OCC)OCC, O=S(=O)(O)O. Yields the product CCOc1nc(C)cc2c1C(c1ccc(C#N)cc1OC)C(C#N)=C(C)N2. As a reaction SMILES: [C:1](#[N:2])[c:3]1[cH:4][c:5]([O:24][CH3:25])[c:6]([CH:9]2[C:10]([C:22]#[N:23])=[C:11]([CH3:21])[NH:12][c:13]3[cH:14][c:15]([CH3:20])[nH:16][c:17](=[O:19])[c:18]32)[cH:7][cH:8]1.[CH3:41][CH2:42][O:43][C:44](=[O:45])[CH3:46].[CH:26]([O:27][CH2:30][CH3:31])([O:32][CH2:33][CH3:34])[O:35][CH2:28][CH3:29].[S:36](=[O:37])(=[O:38])([OH:39])[OH:40]>>[C:1](#[N:2])[c:3]1[cH:4][c:5]([O:24][CH3:25])[c:6]([CH:9]2[C:10]([C:22]#[N:23])=[C:11]([CH3:21])[NH:12][c:13]3[cH:14][c:15]([CH3:20])[n:16][c:17]([O:19][CH2:28][CH3:29])[c:18]32)[cH:7][cH:8]1. Reactants: ClC=1C=C2CCC(CC2=CC1)=O (6-chloro-2-tetralone), C[C@@H](C1=CC=CC=C1)N ((S)-(-)-α-methylbenzylamine), C1(=CC=CC=C1)C (toluene), O (water). Product: ClC1=CC2=C(C=3CCC(N(C3CC2)[C@H](C2=CC=CC=C2)C)=O)C=C1 ((S)-(-)-8-chloro-4-(α-methylbenzyl)-1,2,3,4,5,6-hexahydrobenzo[f]quinolin-3-one), ClC=1C=C2CCC(=CC2=CC1)[C@@H](C1=CC=CC=C1)C ((S)-6-chloro-2-(α-methylbenzyl)-3,4-dihydronaphthalene). As a reaction SMILES: [Cl:1][C:2]1[CH:3]=[C:4]2[C:9](=[CH:10][CH:11]=1)[CH2:8][C:7](=O)[CH2:6][CH2:5]2.[CH3:13][C@H:14]([NH2:21])[C:15]1[CH:20]=[CH:19][CH:18]=[CH:17][CH:16]=1.[OH2:22].[C:23]1([CH3:29])C=CC=C[CH:24]=1>>[Cl:1][C:2]1[CH:11]=[CH:10][C:9]2[C:8]3[CH2:29][CH2:23][C:24](=[O:22])[N:21]([C@@H:14]([CH3:13])[C:15]4[CH:20]=[CH:19][CH:18]=[CH:17][CH:16]=4)[C:7]=3[CH2:6][CH2:5][C:4]=2[CH:3]=1.[Cl:1][C:2]1[CH:3]=[C:4]2[C:9](=[CH:10][CH:11]=1)[CH:8]=[C:7]([C@H:14]([CH3:13])[C:15]1[CH:20]=[CH:19][CH:18]=[CH:17][CH:16]=1)[CH2:6][CH2:5]2. Procedure: To a stirred solution of 6-chloro-2-tetralone (1.0 equiv., 100.0 mmol., 18.06 g) in toluene (300 ml) was added (S)-(-)-α-methylbenzylamine (1.0 equiv., 100.0 mmol., 12.9 ml). The mixture was heated at reflux for 3 hrs with the azeotropic removal of water (Dean-Stark). The cooled reaction mixture was concentrated in vacuo to give the enamine, (S)-6-chloro-2-(α-methylbenzyl)-3,4-dihydronaphthalene, as a purple oil. The oil was taken up in chloroform (150 ml) and saturated aqueous sodium bicarbonat... Reactants: N([C@@H](CCCCNC(=O)OCC1=CC=CC=C1)C(=O)N[C@@H]([C@H](OCC1=CC=CC=C1)C)C(=O)N[C@@H](CCCCNC(=O)OCC1=CC=CC=C1)C(=O)NCC(=O)OC)C(=O)OCC1=CC=CC=C1 (ZLys(Z)Thr(Bzl)Lys(Z)GlyOMe), [OH-].[Na+] (NaOH). The solvent is CN(C)C=O.CO (DMF methanol). Conditions: time 1 hour. Product: N([C@@H](CCCCNC(=O)OCC1=CC=CC=C1)C(=O)N[C@@H]([C@H](OCC1=CC=CC=C1)C)C(=O)N[C@@H](CCCCNC(=O)OCC1=CC=CC=C1)C(=O)NCC(=O)O)C(=O)OCC1=CC=CC=C1 (ZLys(Z)Thr(Bzl)Lys(Z)GlyOH). Yield: 49.0%. As a reaction SMILES: [NH:1]([C:59]([O:61][CH2:62][C:63]1[CH:68]=[CH:67][CH:66]=[CH:65][CH:64]=1)=[O:60])[C@H:2]([C:18]([NH:20][C@H:21]([C:32]([NH:34][C@H:35]([C:51]([NH:53][CH2:54][C:55]([O:57]C)=[O:56])=[O:52])[CH2:36][CH2:37][CH2:38][CH2:39][NH:40][C:41]([O:43][CH2:44][C:45]1[CH:50]=[CH:49][CH:48]=[CH:47][CH:46]=1)=[O:42])=[O:33])[C@@H:22]([CH3:31])[O:23][CH2:24][C:25]1[CH:30]=[CH:29][CH:28]=[CH:27][CH:26]=1)=[O:19])[CH2:3][CH2:4][CH2:5][CH2:6][NH:7][C:8]([O:10][CH2:11][C:12]1[CH:17]=[CH:16][CH:15]=[CH:14][CH:13]=1)=[O:9].[OH-].[Na+]>CN(C=O)C.CO>[NH:1]([C:59]([O:61][CH2:62][C:63]1[CH:64]=[CH:65][CH:66]=[CH:67][CH:68]=1)=[O:60])[C@H:2]([C:18]([NH:20][C@H:21]([C:32]([NH:34][C@H:35]([C:51]([NH:53][CH2:54][C:55]([OH:57])=[O:56])=[O:52])[CH2:36][CH2:37][CH2:38][CH2:39][NH:40][C:41]([O:43][CH2:44][C:45]1[CH:46]=[CH:47][CH:48]=[CH:49][CH:50]=1)=[O:42])=[O:33])[C@@H:22]([CH3:31])[O:23][CH2:24][C:25]1[CH:30]=[CH:29][CH:28]=[CH:27][CH:26]=1)=[O:19])[CH2:3][CH2:4][CH2:5][CH2:6][NH:7][C:8]([O:10][CH2:11][C:12]1[CH:13]=[CH:14][CH:15]=[CH:16][CH:17]=1)=[O:9] |f:1.2,3.4|. Reported procedure: A solution of compound (v) (0.92 g, 0.001 M) in 50% DMF/methanol was treated with 1 N NaOH solution (2.5 ml) and stirred at R.T. for 1 hour. Upon acidification the precipitated product (0.45 g) was recrystallised from methanol in 49% yield. M.P. 171°-173°. T.L.C. 2:1 CHCl3 :MeOH (t.butyl chloroformate/NaI-starch spray) showed one spot at Rf 0.50 [α]D25° =-5.4° (C=1, AcOH). The F.T. 13C NMR was consistent with structure. Reactants: CCCCN(CC(=O)OCC)S(=O)(=O)c1ccc(N2CCC(=O)CC2)cc1, CS(=O)(=O)Nc1cc(C(O)CN)ccc1O. Product: CCCCN(CC(=O)OCC)S(=O)(=O)c1ccc(N2CCC(NCC(O)c3ccc(O)c(NS(C)(=O)=O)c3)CC2)cc1. RXN SMILES: [CH2:1]([CH3:2])[O:3][C:4]([CH2:5][N:6]([S:7](=[O:8])(=[O:9])[c:10]1[cH:11][cH:12][c:13]([N:16]2[CH2:17][CH2:18][C:19](=[O:22])[CH2:20][CH2:21]2)[cH:14][cH:15]1)[CH2:23][CH2:24][CH2:25][CH3:26])=[O:27].[NH2:28][CH2:29][CH:30]([OH:31])[c:32]1[cH:33][cH:34][c:35]([OH:43])[c:36]([NH:38][S:39](=[O:40])(=[O:41])[CH3:42])[cH:37]1>>[CH2:1]([CH3:2])[O:3][C:4]([CH2:5][N:6]([S:7](=[O:8])(=[O:9])[c:10]1[cH:11][cH:12][c:13]([N:16]2[CH2:17][CH2:18][CH:19]([NH:28][CH2:29][CH:30]([OH:31])[c:32]3[cH:33][cH:34][c:35]([OH:43])[c:36]([NH:38][S:39](=[O:40])(=[O:41])[CH3:42])[cH:37]3)[CH2:20][CH2:21]2)[cH:14][cH:15]1)[CH2:23][CH2:24][CH2:25][CH3:26])=[O:27].